From a dataset of the Open Reaction Database (ORD), a public repository of structured organic reaction records. describe an organic reaction: reactants, conditions, products, and yield Reactants: CCOC(=O)C1CNCCC1=O, CC(=O)OC(C)=O, [Na+], [Na+], O=C([O-])[O-]. Yields the product CCOC(=O)C1CN(C(C)=O)CCC1=O. As a reaction SMILES: [C:1](=[O:2])([O:3][CH2:4][CH3:5])[CH:6]1[CH2:7][NH:8][CH2:9][CH2:10][C:11]1=[O:12].[CH3:13][C:14](=[O:15])[O:16][C:17](=[O:18])[CH3:19].[Na+:20].[Na+:21].[O-:22][C:23](=[O:24])[O-:25]>>[C:1](=[O:2])([O:3][CH2:4][CH3:5])[CH:6]1[CH2:7][N:8]([C:14]([CH3:13])=[O:15])[CH2:9][CH2:10][C:11]1=[O:12]. The reactants are CCN1CCc2ccc(N)cc2CC1, CCN(C(C)C)C(C)C, CC(C)O, Clc1ncc(Cl)c(Cl)n1. Product: CCN1CCc2ccc(Nc3nc(Cl)ncc3Cl)cc2CC1. RXN SMILES: [CH2:10]([CH3:11])[N:12]1[CH2:13][CH2:14][c:15]2[c:16]([cH:19][c:20]([NH2:23])[cH:21][cH:22]2)[CH2:17][CH2:18]1.[CH:24]([N:25]([CH2:26][CH3:27])[CH:28]([CH3:29])[CH3:30])([CH3:31])[CH3:32].[CH:33]([OH:34])([CH3:35])[CH3:36].[Cl:1][c:2]1[n:3][c:4]([Cl:9])[c:5]([Cl:8])[cH:6][n:7]1>>[Cl:1][c:2]1[n:3][c:4]([NH:23][c:20]2[cH:19][c:16]3[c:15]([cH:22][cH:21]2)[CH2:14][CH2:13][N:12]([CH2:10][CH3:11])[CH2:18][CH2:17]3)[c:5]([Cl:8])[cH:6][n:7]1. Reactants: [Al+3], CCCCCCN1CC2C(C1=O)C2(C)c1cccc(-c2cccs2)c1, [H-], [H-], [H-], [H-], [Li+], C1CCOC1. The product is CCCCCCN1CC2C(C1)C2(C)c1cccc(-c2cccs2)c1. Reaction SMILES: [Al+3:27].[CH2:1]([CH2:2][CH2:3][CH2:4][CH2:5][CH3:6])[N:7]1[C:8](=[O:25])[CH:9]2[C:10]([c:13]3[cH:14][c:15](-[c:19]4[s:20][cH:21][cH:22][cH:23]4)[cH:16][cH:17][cH:18]3)([CH3:24])[CH:11]2[CH2:12]1.[H-:26].[H-:29].[H-:30].[H-:31].[Li+:28].[O:32]1[CH2:33][CH2:34][CH2:35][CH2:36]1>>[CH2:1]([CH2:2][CH2:3][CH2:4][CH2:5][CH3:6])[N:7]1[CH2:8][CH:9]2[C:10]([c:13]3[cH:14][c:15](-[c:19]4[s:20][cH:21][cH:22][cH:23]4)[cH:16][cH:17][cH:18]3)([CH3:24])[CH:11]2[CH2:12]1. Solvent: O1CCCC1 (tetrahydrofuran), O1CCCC1 (tetrahydrofuran). As a reaction SMILES: [Li+].CC([N-]C(C)C)C.[F:9][C:10]1[CH:15]=[CH:14][CH:13]=[C:12]([C:16]2[CH:21]=[CH:20][CH:19]=[CH:18][CH:17]=2)[N:11]=1.[C:22](=[O:24])=[O:23].Cl>O1CCCC1>[F:9][C:10]1[C:15]([C:22]([OH:24])=[O:23])=[CH:14][CH:13]=[C:12]([C:16]2[CH:17]=[CH:18][CH:19]=[CH:20][CH:21]=2)[N:11]=1 |f:0.1|. The reactants are C(=O)=O (carbon dioxide), [Li+].CC(C)[N-]C(C)C (LDA), FC1=NC(=CC=C1)C1=CC=CC=C1 (2-fluoro-6-phenylpyridine), [Li+].CC(C)[N-]C(C)C (LDA), Cl (HCl). Yields the product FC1=NC(=CC=C1C(=O)O)C1=CC=CC=C1 (2-Fluoro-6-phenylpyridine-3-carboxylic acid). Isolated yield 65.0%. Procedure details: Cool a solution of LDA (3.46 mmol) in anhydrous tetrahydrofuran (6 mL) to −78° C. Cannulate the 2-fluoro-6-phenylpyridine in anhydrous tetrahydrofuran (6 mL) to the cooled LDA solution. Stir at −78° C. for 30 minutes then bubble carbon dioxide gas through the solution for 10 minutes. Allow the reaction to come to room temperature and purge with argon. Extract the reaction with 1M sodium hydroxide and discard the organics. Acidify the aqueous layer with conc. HCl and extract with ethyl acetate. D... Reaction conditions: temperature -78 celsius, time 30 minute.